This data is from the Open Reaction Database (ORD), a public repository of structured organic reaction records. The task is: describe an organic reaction: reactants, conditions, products, and yield Conditions: temperature 80 celsius. Isolated yield 63.1%. Starting materials: BrC1=CC(=C(O[Si](C)(C)C(C)(C)C)C(=C1)C)C ((4-bromo-2,6-dimethylphenoxy)tert-butyldimethylsilane), [Cl-].C1(CC1)[Zn+] (cyclopropyl zinc chloride). Procedure details: To a suspension of (4-bromo-2,6-dimethylphenoxy)tert-butyldimethylsilane (668 mg, 2.12 mmol) and tetrakis(triphenylphosphine)palladium (122 mg, 0.11 mmol) in THF (20 mL) was added cyclopropyl zinc chloride (28.0 mL, 11.2 mmol). The mixture was heated at 80° C. for 24 h and cooled to room temperature. The reaction was passed through a short pad of SiO2 to remove the catalyst and the solution was concentrated to oil. The resulting oil was diluted in EtOAc (100 mL), washed with brine (100 mL), drie... RXN SMILES: Br[C:2]1[CH:15]=[C:14]([CH3:16])[C:5]([O:6][Si:7]([C:10]([CH3:13])([CH3:12])[CH3:11])([CH3:9])[CH3:8])=[C:4]([CH3:17])[CH:3]=1.[Cl-].[CH:19]1([Zn+])[CH2:21][CH2:20]1>C1COCC1.C1C=CC([P]([Pd]([P](C2C=CC=CC=2)(C2C=CC=CC=2)C2C=CC=CC=2)([P](C2C=CC=CC=2)(C2C=CC=CC=2)C2C=CC=CC=2)[P](C2C=CC=CC=2)(C2C=CC=CC=2)C2C=CC=CC=2)(C2C=CC=CC=2)C2C=CC=CC=2)=CC=1>[C:10]([Si:7]([O:6][C:5]1[C:14]([CH3:16])=[CH:15][C:2]([CH:19]2[CH2:21][CH2:20]2)=[CH:3][C:4]=1[CH3:17])([CH3:9])[CH3:8])([CH3:13])([CH3:12])[CH3:11] |f:1.2,^1:31,33,52,71|. Yields the product C(C)(C)(C)[Si](C)(C)OC1=C(C=C(C=C1C)C1CC1)C (tert-butyl(4-cyclopropyl-2,6-dimethylphenoxy)dimethylsilane). Solvent: C1CCOC1 (THF). The reagents and catalysts are C=1C=CC(=CC1)[P](C=2C=CC=CC2)(C=3C=CC=CC3)[Pd]([P](C=4C=CC=CC4)(C=5C=CC=CC5)C=6C=CC=CC6)([P](C=7C=CC=CC7)(C=8C=CC=CC8)C=9C=CC=CC9)[P](C=1C=CC=CC1)(C=1C=CC=CC1)C=1C=CC=CC1 (tetrakis(triphenylphosphine)palladium).